Dataset: the Open Reaction Database (ORD), a public repository of structured organic reaction records. Task: describe an organic reaction: reactants, conditions, products, and yield Starting materials: COc1ccc(Cn2cnc3c(NC4C5CC6CC4CC(O)(C6)C5)c(C(=O)NCc4ccc(F)cc4)cnc32)cc1OC, [Na+], O=C(O)C(F)(F)F, O=C([O-])O. The product is O=C(NCc1ccc(F)cc1)c1cnc2[nH]cnc2c1NC1C2CC3CC1CC(O)(C3)C2. As a reaction SMILES: [CH3:1][O:2][c:3]1[cH:4][c:5]([CH2:43][n:7]2[cH:8][n:9][c:10]3[c:11]2[n:12][cH:13][c:14]([C:28](=[O:29])[NH:30][CH2:31][c:32]2[cH:33][cH:34][c:35]([F:38])[cH:36][cH:37]2)[c:15]3[NH:16][CH:17]2[CH:18]3[CH2:19][CH:20]4[CH2:21][C:22]([OH:27])([CH2:23][CH:24]2[CH2:25]4)[CH2:26]3)[cH:6][cH:39][c:40]1[O:41][CH3:42].[Na+:51].[OH:44][C:45]([C:46]([F:47])([F:48])[F:49])=[O:50].[OH:52][C:53](=[O:54])[O-:55]>>[nH:7]1[cH:8][n:9][c:10]2[c:11]1[n:12][cH:13][c:14]([C:28](=[O:29])[NH:30][CH2:31][c:32]1[cH:33][cH:34][c:35]([F:38])[cH:36][cH:37]1)[c:15]2[NH:16][CH:17]1[CH:18]2[CH2:19][CH:20]3[CH2:21][C:22]([OH:27])([CH2:23][CH:24]1[CH2:25]3)[CH2:26]2. Starting materials: CCCCOP(=O)(OCCCC)OCCCC (TBPA), CC(CN)O (MIPA). Product: CCCCOP(=O)(OCCCC)OCCCC.CC(CN)O (TBPA MIPA). As a reaction SMILES: [CH3:1][CH2:2][CH2:3][CH2:4][O:5][P:6]([O:13][CH2:14][CH2:15][CH2:16][CH3:17])([O:8][CH2:9][CH2:10][CH2:11][CH3:12])=[O:7].[CH3:18][CH:19]([OH:22])[CH2:20][NH2:21]>>[CH3:12][CH2:11][CH2:10][CH2:9][O:8][P:6]([O:5][CH2:4][CH2:3][CH2:2][CH3:1])([O:13][CH2:14][CH2:15][CH2:16][CH3:17])=[O:7].[CH3:18][CH:19]([OH:22])[CH2:20][NH2:21] |f:2.3|. Procedure details: Reaction of TBPA with MIPA gives an TBPA/MIPA adduct. TBPA is sold in commerce by Albermarle as Saytex® RB-49. MIPA is sold in commerce by Dow Chemical. 44.8 mmol of TBPA is added to a round bottom flask with 50.74 grams of ethanol. The mixture is heated to reflux after which 44.8 mmol of MIPA is added dropwise and the solution refluxed for 1 hour. The ethanol is removed using a rotary evaporator to produce a yellow crystalline solid.